This data is from the Open Reaction Database (ORD), a public repository of structured organic reaction records. The task is: describe an organic reaction: reactants, conditions, products, and yield The reactants are COC(/C=C(\C)/[O-])=O.[Na+] (Sodium (2E)-4-methoxy-4-oxo-2-buten-2-olate), ice water, [I-].[K+] (potassium iodide), C(CCC)Br (butyl bromide). Run in CN1C(N(CCC1)C)=O (1,3-dimethyltetrahydro-2(1H)-pyrimidone). Reaction conditions: temperature 80 celsius, time 1 hour. The product is C(C)(=O)C(C(=O)OC)CCCC (Methyl 2-acetylhexanoate). Reaction SMILES: [CH3:1][O:2][C:3](=[O:8])/[CH:4]=[C:5](/[O-:7])\[CH3:6].[Na+].[I-].[K+].[CH2:12](Br)[CH2:13][CH2:14][CH3:15]>CN1CCCN(C)C1=O>[C:5]([CH:4]([CH2:12][CH2:13][CH2:14][CH3:15])[C:3]([O:2][CH3:1])=[O:8])(=[O:7])[CH3:6] |f:0.1,2.3|. Procedure details: 30 g (217 mmol) of sodium (2E)-4-methoxy-4-oxo-2-buten-2-olate (Example 13A) suspended in 1,3-dimethyltetrahydro-2(1H)-pyrimidone and 1.24 g (7.5 mmol) of potassium iodide are treated dropwise with 29.8 g (217 mmol) of butyl bromide and the mixture is stirred at 80° C. for 1 h under reflux. The cooled mixture is then added to ice water and extracted with diethyl ether. The ether phase is washed with sodium thiosulphate solution, dried, concentrated and chromatographed. The eluent used is cyclohe...